This data is from the Open Reaction Database (ORD), a public repository of structured organic reaction records. The task is: describe an organic reaction: reactants, conditions, products, and yield The reactants are O=C([O-])[O-], Cl, [K+], [K+], O=N[O-], CC#CCn1c(N2CCCC(NC(=O)OC(C)(C)C)C2)nc(N)c1C(=O)OCC, [Na+], O, OP(O)P(O)O. Product: CC#CCn1c(C(=O)OCC)cnc1N1CCCC(NC(=O)OC(C)(C)C)C1. RXN SMILES: [C:40](=[O:41])([O-:42])[O-:43].[ClH:46].[K+:44].[K+:45].[N:30]([O-:31])=[O:32].[NH2:1][c:2]1[c:3]([C:25](=[O:26])[O:27][CH2:28][CH3:29])[n:4]([CH2:21][C:22]#[C:23][CH3:24])[c:5]([N:7]2[CH2:8][CH:9]([NH:13][C:14](=[O:15])[O:16][C:17]([CH3:18])([CH3:19])[CH3:20])[CH2:10][CH2:11][CH2:12]2)[n:6]1.[Na+:33].[OH2:47].[P:34]([P:35]([OH:36])[OH:37])([OH:38])[OH:39]>>[cH:2]1[c:3]([C:25](=[O:26])[O:27][CH2:28][CH3:29])[n:4]([CH2:21][C:22]#[C:23][CH3:24])[c:5]([N:7]2[CH2:8][CH:9]([NH:13][C:14](=[O:15])[O:16][C:17]([CH3:18])([CH3:19])[CH3:20])[CH2:10][CH2:11][CH2:12]2)[n:6]1.